Dataset: the Open Reaction Database (ORD), a public repository of structured organic reaction records. Task: describe an organic reaction: reactants, conditions, products, and yield Reactants: C(C)OC(C1=CC(=CC(=C1)F)C1=C(CCC1)Br)=O (3-(2-bromocyclopent-1-enyl)-5-fluorobenzoic acid ethyl ester), ClC=1C=CC(=C(C1)B(O)O)OCC1=C(C=C(C=C1)F)F ([5-chloro-2-(2,4-di-fluorobenzyloxy)phenyl]boronic acid). Product: C(C)OC(C1=CC(=CC(=C1)F)C1=C(CCC1)C1=C(C=CC(=C1)Cl)OCC1=C(C=C(C=C1)F)F)=O (3-{2-[5-chloro-2-(2,4-difluorobenzyloxy)phenyl]cyclopent-1-enyl}-5-fluorobenzoic acid ethyl ester). As a reaction SMILES: [CH2:1]([O:3][C:4](=[O:18])[C:5]1[CH:10]=[C:9]([F:11])[CH:8]=[C:7]([C:12]2[CH2:16][CH2:15][CH2:14][C:13]=2Br)[CH:6]=1)[CH3:2].[Cl:19][C:20]1[CH:21]=[CH:22][C:23]([O:29][CH2:30][C:31]2[CH:36]=[CH:35][C:34]([F:37])=[CH:33][C:32]=2[F:38])=[C:24](B(O)O)[CH:25]=1>>[CH2:1]([O:3][C:4](=[O:18])[C:5]1[CH:10]=[C:9]([F:11])[CH:8]=[C:7]([C:12]2[CH2:16][CH2:15][CH2:14][C:13]=2[C:22]2[CH:21]=[C:20]([Cl:19])[CH:25]=[CH:24][C:23]=2[O:29][CH2:30][C:31]2[CH:36]=[CH:35][C:34]([F:37])=[CH:33][C:32]=2[F:38])[CH:6]=1)[CH3:2]. Reported procedure: Prepared by general procedure B(iii) but using 3-(2-bromocyclopent-1-enyl)-5-fluorobenzoic acid ethyl ester instead of 3-(2-bromo-cyclopent-1-enyl)-6-methylbenzoic acid ethyl ester and using [5-chloro-2-(2,4-di-fluorobenzyloxy)phenyl]boronic acid instead of (5-chloro-2-benzyloxyphenyl)boronic acid. Reactants: O=C1NC2=C(C(OC1)C1=C(C=CC=C1)C(F)(F)F)C=CC=C2 (2-oxo-5-(trifluoromethylphenyl)-1,2,3,5-tetrahydro[4,1]-benzoxazepine), ClCC(=O)Cl (chloroacetyl chloride). Solvent: C1=CC=CC=C1 (benzene). Product: ClCC(=O)NC1=C(C(=O)C2=C(C=CC=C2)C(F)(F)F)C=CC=C1 (2-(2-chloroacetyl)amino-2'-trifluoromethylbenzophenone). As a reaction SMILES: [O:1]=[C:2]1[CH2:8][O:7][CH:6]([C:9]2[CH:14]=[CH:13][CH:12]=[CH:11][C:10]=2[C:15]([F:18])([F:17])[F:16])[C:5]2[CH:19]=[CH:20][CH:21]=[CH:22][C:4]=2[NH:3]1.[Cl:23]CC(Cl)=O>C1C=CC=CC=1>[Cl:23][CH2:8][C:2]([NH:3][C:4]1[CH:22]=[CH:21][CH:20]=[CH:19][C:5]=1[C:6]([C:9]1[CH:14]=[CH:13][CH:12]=[CH:11][C:10]=1[C:15]([F:18])([F:17])[F:16])=[O:7])=[O:1]. Procedure: To a solution of 2-amino-2'-trifluoromethylbenzophenone 1 [L. H. Sternbach et al. Helv. Chim. Acta., 45, 2226 (1962)] (8 g) in benzene (80 ml) is added chloroacetyl chloride (29 ml), and the mixture is refluxed under heating for 30 minutes. Benzene is evaporated under reduced pressure, and the residue is washed with n-hexane to give crystalline 2-(2-chloroacetyl)amino-2'-trifluoromethylbenzophenone (10.05 g), which is recrystallized from benzene-n-hexane to give the pure crystals, mp. 79°-81° C.